From a dataset of the Open Reaction Database (ORD), a public repository of structured organic reaction records. describe an organic reaction: reactants, conditions, products, and yield Starting materials: C(C)(=O)O[C@@H]1[C@]2(C)[C@@H](CC1)[C@@H]1CCC3=CC(CC[C@]3(C)[C@H]1[C@H](C2)F)=O (17β-acetoxy-11β-fluoro-4-androsten-3-one), CO (methanol), C([O-])([O-])=O.[K+].[K+] (potassium carbonate). Solvent: O (water). Yields the product F[C@@H]1[C@@H]2[C@]3(CCC(C=C3CC[C@H]2[C@@H]2CC[C@@H]([C@@]2(C)C1)O)=O)C (11β-fluoro-17β-hydroxy-4-androsten-3-one). As a reaction SMILES: C([O:4][C@H:5]1[CH2:10][CH2:9][C@H:8]2[C@H:11]3[C@H:21]([C@@H:22]([F:24])[CH2:23][C@:6]12[CH3:7])[C@:19]1([CH3:20])[C:14](=[CH:15][C:16](=[O:25])[CH2:17][CH2:18]1)[CH2:13][CH2:12]3)(=O)C.CO.C(=O)([O-])[O-].[K+].[K+]>O>[F:24][C@H:22]1[CH2:23][C@@:6]2([CH3:7])[C@@H:8]([CH2:9][CH2:10][C@@H:5]2[OH:4])[C@H:11]2[C@H:21]1[C@:19]1([CH3:20])[C:14]([CH2:13][CH2:12]2)=[CH:15][C:16](=[O:25])[CH2:17][CH2:18]1 |f:2.3.4|. Reported procedure: 1.2 g. of 17β-acetoxy-11β-fluoro-4-androsten-3-one is stirred in a mixture of 30 ml. of methanol and 5 ml. of water for 10 hours at room temperature with 1 g. of potassium carbonate. The reaction mixture is filtered off from the insoluble matter, the solution is neutralized with glacial acetic acid, concentrated under vacuum, the residue taken up in methylene chloride, and dried. After recrystallization from acetone/hexane, 800 mg. of 11β-fluoro-17β-hydroxy-4-androsten-3-one is obtained; m.p. 16... The reactants are BrB(Br)Br, COc1cccc2c1CCCC(NCc1ccccc1)C2, ClCCl, O. Product: Oc1cccc2c1CCCC(NCc1ccccc1)C2. As a reaction SMILES: [B:22]([Br:23])([Br:24])[Br:25].[CH2:1]([c:2]1[cH:3][cH:4][cH:5][cH:6][cH:7]1)[NH:8][CH:9]1[CH2:10][c:11]2[c:12]([c:16]([O:20][CH3:21])[cH:17][cH:18][cH:19]2)[CH2:13][CH2:14][CH2:15]1.[Cl:27][CH2:28][Cl:29].[OH2:26]>>[CH2:1]([c:2]1[cH:3][cH:4][cH:5][cH:6][cH:7]1)[NH:8][CH:9]1[CH2:10][c:11]2[c:12]([c:16]([OH:20])[cH:17][cH:18][cH:19]2)[CH2:13][CH2:14][CH2:15]1.